From a dataset of the Open Reaction Database (ORD), a public repository of structured organic reaction records. describe an organic reaction: reactants, conditions, products, and yield Reactants: CO, NC(=O)Cc1ccc(OCC2CO2)cc1, NCCCn1cnc2ccccc21. Yields the product NC(=O)Cc1ccc(OCC(O)CNCCCn2cnc3ccccc32)cc1. RXN SMILES: [CH3:29][OH:30].[NH2:14][C:15]([CH2:16][c:17]1[cH:18][cH:19][c:20]([O:21][CH2:22][CH:23]2[CH2:24][O:25]2)[cH:26][cH:27]1)=[O:28].[n:1]1([CH2:10][CH2:11][CH2:12][NH2:13])[cH:2][n:3][c:4]2[c:5]1[cH:6][cH:7][cH:8][cH:9]2>>[n:1]1([CH2:10][CH2:11][CH2:12][NH:13][CH2:24][CH:23]([CH2:22][O:21][c:20]2[cH:19][cH:18][c:17]([CH2:16][C:15]([NH2:14])=[O:28])[cH:27][cH:26]2)[OH:25])[cH:2][n:3][c:4]2[c:5]1[cH:6][cH:7][cH:8][cH:9]2. Solvent: O (water), O (water), C(C)OCC (diethyl ether), O (water), S(O)(O)(=O)=O (sulphuric acid). Yields the product ClC1(C(C1)C1=CC=C(C=C1)O)Cl ((+)-4-(2,2-dichlorocyclopropyl)phenol). Procedure details: (+)-4-(2,2-Dichlorocyclopropyl)aniline (3 g, 0.015 mol) from the previous resolution was dissolved in concentrated sulphuric acid (15 ml) to which was added iced water (30 ml). With the reaction temperature maintained below 5° C. a solution of sodium nitrite (1.3 g, 0.019 mol) in distilled water (15 ml) was added. After a further 5 minutes, urea (0.27 g, 0.0045 mol) was added to eliminate excess nitrous acid. The pH of the mixture was then adjusted to 3 by addition of an aqueous solution of sodi... Isolated yield 101.8%. RXN SMILES: [Cl:1][C:2]1([Cl:12])[CH2:4][CH:3]1[C:5]1[CH:11]=[CH:10][C:8](N)=[CH:7][CH:6]=1.N([O-])=[O:14].[Na+].NC(N)=O.N(O)=O.[OH-].[Na+].O=C1O[C@H]([C@H](CO)O)C([O-])=C1O.[Na+]>S(=O)(=O)(O)O.O.C(OCC)C>[Cl:1][C:2]1([Cl:12])[CH2:4][CH:3]1[C:5]1[CH:11]=[CH:10][C:8]([OH:14])=[CH:7][CH:6]=1 |f:1.2,5.6,7.8|. Reactants: N(=O)[O-].[Na+] (sodium nitrite), cupric nitrate hemipentahydrate, O=C1C(O)=C([O-])[C@H](O1)[C@@H](O)CO.[Na+] (sodium ascorbate), N(=O)O (nitrous acid), [OH-].[Na+] (sodium hydroxide), NC(=O)N (urea), ClC1(C(C1)C1=CC=C(N)C=C1)Cl ((+)-4-(2,2-Dichlorocyclopropyl)aniline). Run at time 5 minute. Reactants: NC1C(NC2=C(NC1=O)C=CC=C2)=O (3-amino-1H-1,5-benzodiazepine-2,4(3H,5H)-dione), C1(=CC(=CC=C1)N=C=O)C (m-tolylisocyanate), C(C)(C)OC(C)C (diisopropyl ether). The solvent is CN(C=O)C (dimethylformamide). Reaction conditions: time 1 hour. Product: C1(=CC(=CC=C1)NC(NC1C(NC2=C(NC1=O)C=CC=C2)=O)=O)C (3-(N'-(m-tolyl)ureido)-1H-1,5-benzodiazepine-2,4(3H,5H)-dione). Yield: 99.8%. RXN SMILES: [NH2:1][CH:2]1[C:8](=[O:9])[NH:7][C:6]2[CH:10]=[CH:11][CH:12]=[CH:13][C:5]=2[NH:4][C:3]1=[O:14].[C:15]1([CH3:24])[CH:20]=[CH:19][CH:18]=[C:17]([N:21]=[C:22]=[O:23])[CH:16]=1.C(OC(C)C)(C)C>CN(C)C=O>[C:15]1([CH3:24])[CH:20]=[CH:19][CH:18]=[C:17]([NH:21][C:22](=[O:23])[NH:1][CH:2]2[C:8](=[O:9])[NH:7][C:6]3[CH:10]=[CH:11][CH:12]=[CH:13][C:5]=3[NH:4][C:3]2=[O:14])[CH:16]=1. Reported procedure: A mixture of 3-amino-1H-1,5-benzodiazepine-2,4(3H,5H)-dione (1.761 g, 9.21 mmol) and m-tolylisocyanate (1.31 g, 10.13 mmol) in dimethylformamide (17 ml) is stirred for 1 hr under ice-cooling. To the reaction mixture is added diisopropyl ether (50 ml) and the resultant crystalline precipitates are filtered off to obtain Compound 5 (2.98 g; yield, 99%). M.p. >300° C.